This data is from the Open Reaction Database (ORD), a public repository of structured organic reaction records. The task is: describe an organic reaction: reactants, conditions, products, and yield Reactants: ClC1=CC=C(C=C1)C1C(C(C(N1C=1C=C(C=2N(C1)C(=NN2)C)C)=O)=O)C(CC)=O (5-(4-chlorophenyl)-1-(3,8-dimethyl-[1,2,4]triazolo[4,3-a]pyridin-6-yl)-4-propionylpyrrolidine-2,3-dione), Cl.C1(CC1)NN (cyclopropylhydrazine hydrochloride). The product is ClC1=CC=C(C=C1)C1N(C(C=2N(N=C(C21)CC)C2CC2)=O)C=2C=C(C=1N(C2)C(=NN1)C)C (4-(4-chlorophenyl)-1-cyclopropyl-5-(3,8-dimethyl-[1,2,4]triazolo[4,3-a]pyridin-6-yl)-3-ethyl-4,5-dihydropyrrolo[3,4-c]pyrazol-6(1H)-one). RXN SMILES: [Cl:1][C:2]1[CH:7]=[CH:6][C:5]([CH:8]2[N:12]([C:13]3[CH:14]=[C:15]([CH3:23])[C:16]4[N:17]([C:19]([CH3:22])=[N:20][N:21]=4)[CH:18]=3)[C:11](=[O:24])[C:10](=O)[CH:9]2[C:26](=O)[CH2:27][CH3:28])=[CH:4][CH:3]=1.Cl.[CH:31]1([NH:34][NH2:35])[CH2:33][CH2:32]1>>[Cl:1][C:2]1[CH:7]=[CH:6][C:5]([CH:8]2[C:9]3[C:26]([CH2:27][CH3:28])=[N:35][N:34]([CH:31]4[CH2:33][CH2:32]4)[C:10]=3[C:11](=[O:24])[N:12]2[C:13]2[CH:14]=[C:15]([CH3:23])[C:16]3[N:17]([C:19]([CH3:22])=[N:20][N:21]=3)[CH:18]=2)=[CH:4][CH:3]=1 |f:1.2|. Reported procedure: The title compound was prepared in analogy to the procedure described for Example 68 using 5-(4-chlorophenyl)-1-(3,8-dimethyl-[1,2,4]triazolo[4,3-a]pyridin-6-yl)-4-propionylpyrrolidine-2,3-dione (Step 70.1) and cyclopropylhydrazine hydrochloride. Further purification by preparative achiral SFC (4-ethyl-pyridine, gradient 13-18% in 6 min_total 11 min) to afford the title product as colorless foam. tR: 1.02 min (LC-MS 2); ESI-MS: 447 [M+H]+ (LC-MS 2); Rf=0.36 (EtOAc/MeOH 9:1); 1H NMR (400 MHz, DMS... Starting materials: CC(=O)Nc1c(Br)cccc1[N+](=O)[O-], CCO, [Cl-], [Fe], [NH4+], CN(C)C=O, O. The product is CC(=O)Nc1c(N)cccc1Br. As a reaction SMILES: [Br:3][c:4]1[c:5]([NH:13][C:14]([CH3:15])=[O:16])[c:6]([N+:10]([O-:11])=[O:12])[cH:7][cH:8][cH:9]1.[CH3:17][CH2:18][OH:19].[Cl-:1].[Fe:26].[NH4+:2].[O:21]=[CH:22][N:23]([CH3:24])[CH3:25].[OH2:20]>>[Br:3][c:4]1[c:5]([NH:13][C:14]([CH3:15])=[O:16])[c:6]([NH2:10])[cH:7][cH:8][cH:9]1.